This data is from the Open Reaction Database (ORD), a public repository of structured organic reaction records. The task is: describe an organic reaction: reactants, conditions, products, and yield The reactants are CSC(C)(C(=O)O)c1cccs1, Cl, O, [Zn]. Yields the product CC(C(=O)O)c1cccs1. As a reaction SMILES: [CH3:2][S:3][C:4]([C:5](=[O:6])[OH:7])([CH3:8])[c:9]1[s:10][cH:11][cH:12][cH:13]1.[ClH:1].[OH2:15].[Zn:14]>>[CH:4]([C:5](=[O:6])[OH:7])([CH3:8])[c:9]1[s:10][cH:11][cH:12][cH:13]1. Yield: 96.5%. The product is OCC=1C=CC=C2C=CC=NC12 (8-hydroxymethylquinoline). Reported procedure: To a solution of 8-acetoxymethylquinoline (12.07 g) in methanol (80 ml) was added an 30% aqueous solution of sodium hydroxide, and the mixture was heated and refluxed for 1.5 hours. After distilling off the methanol, the resulting residue was extracted with chloroform. After drying over anhydrous magnesium sulfate, the solvent was distilled off. The residue was recrystallized from ethyl acetate-n-hexane to give 8-hydroxymethylquinoline (9.21 g). The solvent is CO (methanol). The reactants are C(C)(=O)OCC=1C=CC=C2C=CC=NC12 (8-acetoxymethylquinoline), aqueous solution, [OH-].[Na+] (sodium hydroxide). As a reaction SMILES: C([O:4][CH2:5][C:6]1[CH:7]=[CH:8][CH:9]=[C:10]2[C:15]=1[N:14]=[CH:13][CH:12]=[CH:11]2)(=O)C.[OH-].[Na+]>CO>[OH:4][CH2:5][C:6]1[CH:7]=[CH:8][CH:9]=[C:10]2[C:15]=1[N:14]=[CH:13][CH:12]=[CH:11]2 |f:1.2|. Starting materials: ClC1=CC(=C(N=N1)C1=CC=C(C=C1)OC)C1=CC=CC=C1 (6-chloro-3-(4-methoxyphenyl)-4-phenylpyridazine), FC1=C(C=CC=C1F)O (2,3-difluorophenol). Yields the product FC1=C(OC2=CC(=C(N=N2)C2=CC=C(C=C2)OC)C2=CC=CC=C2)C=CC=C1F (6-(2,3-difluorophenoxy)-3-(4-methoxyphenyl)-4-phenylpyridazine), prisms. Isolated yield 83.4%. RXN SMILES: Cl[C:2]1[N:7]=[N:6][C:5]([C:8]2[CH:13]=[CH:12][C:11]([O:14][CH3:15])=[CH:10][CH:9]=2)=[C:4]([C:16]2[CH:21]=[CH:20][CH:19]=[CH:18][CH:17]=2)[CH:3]=1.[F:22][C:23]1[C:28]([F:29])=[CH:27][CH:26]=[CH:25][C:24]=1[OH:30]>>[F:22][C:23]1[C:28]([F:29])=[CH:27][CH:26]=[CH:25][C:24]=1[O:30][C:2]1[N:7]=[N:6][C:5]([C:8]2[CH:13]=[CH:12][C:11]([O:14][CH3:15])=[CH:10][CH:9]=2)=[C:4]([C:16]2[CH:21]=[CH:20][CH:19]=[CH:18][CH:17]=2)[CH:3]=1. Reported procedure: In a similar manner as in Example 2, 6-chloro-3-(4-methoxyphenyl)-4-phenylpyridazine (210 mg, 0.708 mmol) and 2,3-difluorophenol were reacted as starting materials at 150° C. for 20 hours and post-treatment was then conducted, whereby the title compound was obtained as colorless prisms (230.3 mg, 83.4%). Melting point: 155.2-156.6° C. (ethyl acetate-hexane). The reactants are [Al+3], CC(=O)OCC1OC(=O)CC1C1OCCO1, CCCO, C1CCOC1, C1CCOC1, CCOCC, CCOCC, CO, ClC(Cl)Cl, Cl, [H-], [H-], [H-], [H-], [Li+], OCCC(C(O)CO)C1OCCO1, O. The product is OC1COC2OCCC12. RXN SMILES: [Al+3:18].[C:1]([O:2][CH2:3][CH:4]1[O:5][C:6](=[O:7])[CH2:8][CH:9]1[CH:10]1[O:11][CH2:12][CH2:13][O:14]1)(=[O:15])[CH3:16].[CH2:36]([CH2:37][OH:38])[CH3:39].[CH2:45]1[O:46][CH2:47][CH2:48][CH2:49]1.[CH2:55]1[O:56][CH2:57][CH2:58][CH2:59]1.[CH3:40][CH2:41][O:42][CH2:43][CH3:44].[CH3:50][CH2:51][O:52][CH2:53][CH3:54].[CH3:66][OH:67].[Cl:62][CH:63]([Cl:64])[Cl:65].[ClH:61].[H-:17].[H-:20].[H-:21].[H-:22].[Li+:19].[O:23]1[CH:24]([CH:28]([CH:29]([CH2:30][OH:31])[OH:32])[CH2:33][CH2:34][OH:35])[O:27][CH2:26][CH2:25]1.[OH2:60]>>[CH:24]12[CH:28]([CH:29]([OH:32])[CH2:30][O:31]1)[CH2:33][CH2:34][O:35]2. Reactants: ClC1=CC=C(C=C1)N1N=C2CCCCC2=C1C(C(=O)O)C1CCCCC1 ([2-(4-chloro-phenyl)-4,5,6,7-tetrahydro-2H-indazol-3-yl]-cyclohexyl-acetic acid), C(C(=O)Cl)(=O)Cl (oxalyl chloride). Reagents/catalysts: CN(C)C=O (DMF). Solvent: C(Cl)Cl (DCM). Run at time 30 minute. Yields the product COC(C(C1CCCCC1)C=1N(N=C2CCCCC12)C1=CC=C(C=C1)Cl)=O ([rac]-[2-(4-Chloro-phenyl)-4,5,6,7-tetrahydro-2H-indazol-3-yl]-cyclohexyl-acetic acid methyl ester). Isolated yield 96.4%. Reaction SMILES: [Cl:1][C:2]1[CH:7]=[CH:6][C:5]([N:8]2[C:16]([CH:17]([CH:21]3[CH2:26][CH2:25][CH2:24][CH2:23][CH2:22]3)[C:18]([OH:20])=[O:19])=[C:15]3[C:10]([CH2:11][CH2:12][CH2:13][CH2:14]3)=[N:9]2)=[CH:4][CH:3]=1.[C:27](Cl)(=O)C(Cl)=O>C(Cl)Cl.CN(C=O)C>[CH3:27][O:19][C:18](=[O:20])[CH:17]([C:16]1[N:8]([C:5]2[CH:6]=[CH:7][C:2]([Cl:1])=[CH:3][CH:4]=2)[N:9]=[C:10]2[C:15]=1[CH2:14][CH2:13][CH2:12][CH2:11]2)[CH:21]1[CH2:26][CH2:25][CH2:24][CH2:23][CH2:22]1. Reported procedure: To a stirred solution of [2-(4-chloro-phenyl)-4,5,6,7-tetrahydro-2H-indazol-3-yl]-cyclohexyl-acetic acid (250 mg, 0.67 mmol; example 5.1) in dry DCM (7 mL) was added oxalyl chloride (0.14 ml, 1.67 mmol) drop wise at 0° C. followed by 1 drop DMF and the reaction mixture was stirred at that temperature for 30 min. Ice-bath was removed and stirring was continued for 3.5 h at room temperature. DCM and excess oxalyl chloride was then removed under reduced pressure and MeOH (2 ml) was then added to it...